describe an organic reaction: reactants, conditions, products, and yield From a dataset of the Open Reaction Database (ORD), a public repository of structured organic reaction records. Reactants: C1(=CC=C(C=C1)N)N (para-phenylenediamine), CC1=C(O)C=CC=C1O (2-methylresorcinol), N (ammonia). Run in O (water). Reaction conditions: time 48 hour. The product is NC1=CC=C(C=C1)NC1=CC(C(=C(C1=O)C)O)=NC1=CC=C(C=C1)N (6-(4-aminophenylamino)-4-(4-aminophenylimino)-3-hydroxy-2-methylcyclohexa-2,5-dienone). As a reaction SMILES: [C:1]1([NH2:8])[CH:6]=[CH:5][C:4]([NH2:7])=[CH:3][CH:2]=1.[CH3:9][C:10]1[C:16]([OH:17])=[CH:15][CH:14]=[CH:13][C:11]=1[OH:12].[NH3:18]>O>[NH2:7][C:4]1[CH:5]=[CH:6][C:1]([NH:8][C:13]2[C:11](=[O:12])[C:10]([CH3:9])=[C:16]([OH:17])[C:15](=[N:18][C:1]3[CH:6]=[CH:5][C:4]([NH2:7])=[CH:3][CH:2]=3)[CH:14]=2)=[CH:2][CH:3]=1. Reported procedure: 10 g (0.055 mol) of para-phenylenediamine, 3.43 g of 2-methylresorcinol and 330 ml of water are successively placed in a 1 liter round-bottomed flask with a mechanical stirrer and a sparging-air inlet. The pH is adjusted to 8.5 with 16 ml of 20% aqueous ammonia. The reaction medium is stirred for 48 hours and then filtered through a sinter funnel. The solid obtained is washed with water and then purified by chromatography on a column of silica (eluent: 80/20 dichloro-methane/methanol). 0.52 g of... The reactants are [BH4-].[Na+] (Sodium borohydride), ClC=1C=C(C(=C(C1)C(=O)C1=C(C(=CC(=C1)Cl)[N+](=O)[O-])O)O)[N+](=O)[O-] (bis(5-chloro-2-hydroxy-3-nitrophenyl) ketone), Cl (hydrochloric acid). Reaction SMILES: [BH4-].[Na+].[Cl:3][C:4]1[CH:5]=[C:6]([N+:24]([O-:26])=[O:25])[C:7]([OH:23])=[C:8]([C:10]([C:12]2[CH:17]=[C:16]([Cl:18])[CH:15]=[C:14]([N+:19]([O-:21])=[O:20])[C:13]=2[OH:22])=[O:11])[CH:9]=1.Cl>C(O)C.O>[Cl:3][C:4]1[CH:5]=[C:6]([N+:24]([O-:26])=[O:25])[C:7]([OH:23])=[C:8]([CH:10]([OH:11])[C:12]2[CH:17]=[C:16]([Cl:18])[CH:15]=[C:14]([N+:19]([O-:21])=[O:20])[C:13]=2[OH:22])[CH:9]=1 |f:0.1|. Run at temperature 0 celsius, time 8 hour. The solvent is O (water), C(C)O (ethanol). Reported procedure: Sodium borohydride (3.5 g) was added portionwise to a stirred solution of bis(5-chloro-2-hydroxy-3-nitrophenyl) ketone (10 g) in ethanol (150 ml) the solution being maintained at a temperature of 0° C. On completion of the addition the temperature of the solution was allowed to rise to ambient temperature and the mixture was stirred overnight at ambient temperature. The solution was diluted with water, acidified with hydrochloric acid and the product extracted into ethyl acetate. The solvent was... The product is ClC=1C=C(C(=C(C1)C(C1=C(C(=CC(=C1)Cl)[N+](=O)[O-])O)O)O)[N+](=O)[O-] (bis-(5-chloro-2-hydroxy-3-nitrophenyl)methyl alcohol). Isolated yield 89.5%. The reactants are CC([O-])C.CC([O-])C.CC([O-])C.CC([O-])C.[Ti+4] (titanium tetraisopropoxide), ( 62 ), CC(C)O.CC(C)O.CC(C)O.CC(=O)O.[Ti] (acetyl triisopropyl titanate). The solvent is C(C)(=O)O (acetic acid). Yields the product CC(C)O.CC(C)O.CC(C)O.CC(=O)O.[Ti] (Acetyl triisopropyl titanate), C(C)(=O)O.CC([O-])C.CC([O-])C.CC([O-])C.CC([O-])C.[Ti+4] (acetic acid titanium tetraisopropoxide). RXN SMILES: [CH3:1][CH:2]([OH:4])[CH3:3].CC([OH:8])C.CC([OH:12])C.CC(O)=O.[Ti:17].CC(C)[O-].CC(C)[O-].CC(C)[O-].CC(C)[O-].[Ti+4]>C(O)(=O)C>[CH3:1][CH:2]([OH:4])[CH3:3].[CH3:1][CH:2]([OH:4])[CH3:3].[CH3:1][CH:2]([OH:4])[CH3:3].[CH3:3][C:2]([OH:4])=[O:8].[Ti:17].[C:2]([OH:4])(=[O:12])[CH3:3].[CH3:1][CH:2]([CH3:3])[O-:4].[CH3:1][CH:2]([CH3:3])[O-:4].[CH3:1][CH:2]([CH3:3])[O-:4].[CH3:1][CH:2]([CH3:3])[O-:4].[Ti+4:17] |f:0.1.2.3.4,5.6.7.8.9,11.12.13.14.15,16.17.18.19.20.21|. Reported procedure: Ti -- (62) P (Ti as acetyl triisopropyl titanate) -- Acetyl triisopropyl titanate [CH3COO-Ti(OCH(CH3)2)3, M.W. 284] was prepared by adding slowly with stirring and cooling and under a dry atmosphere glacial acetic acid (CH3COOH, M.W. 60) to titanium tetraisopropoxide in an amount to provide a 1/1 molar ratio of acetic acid/titanium tetraisopropoxide. (The isopropyl alcohol thus displaced by the acetic acid was not removed.) This catalyst may be added to the ester interchange reaction mixture und... The reactants are C(C)(C)(C)OC(=O)NC(=NC(=O)OC(C)(C)C)C1=NNC=C1 (N,N′-bis-tert-butoxycarbonyl-1H-pyrazole carboxamidine), CCN(C(C)C)C(C)C (i-Pr2NEt), Cl.BrC=1C=C(CN)C=CC1OCCCO (3-bromo-4-(3-hydroxypropoxy)benzylamine hydrochloride). Solvent: CO (MeOH). Conditions: time 3 hour. The product is C(C)(C)(C)OC(=O)N(C(=N)NC(=O)OC(C)(C)C)CC1=CC(=C(C=C1)OCCCO)Br (1,3-bis(tert-butoxycarbonyl)-[3-bromo-4-(3-hydroxypropoxy)benzyl]-guanidine). The yield is 91.3%. As a reaction SMILES: Cl.[Br:2][C:3]1[CH:4]=[C:5]([CH:8]=[CH:9][C:10]=1[O:11][CH2:12][CH2:13][CH2:14][OH:15])[CH2:6]N.[C:16]([O:20][C:21]([NH:23][C:24](C1C=CNN=1)=[N:25][C:26]([O:28][C:29]([CH3:32])([CH3:31])[CH3:30])=[O:27])=[O:22])([CH3:19])([CH3:18])[CH3:17].CC[N:40](C(C)C)C(C)C>CO>[C:29]([O:28][C:26]([N:25]([CH2:6][C:5]1[CH:8]=[CH:9][C:10]([O:11][CH2:12][CH2:13][CH2:14][OH:15])=[C:3]([Br:2])[CH:4]=1)[C:24]([NH:23][C:21]([O:20][C:16]([CH3:17])([CH3:18])[CH3:19])=[O:22])=[NH:40])=[O:27])([CH3:30])([CH3:31])[CH3:32] |f:0.1|. Reported procedure: Compound 2 (0.438 g, 1.48 mmol) was dissolved in MeOH (7.00 mL), and successively treated with N,N′-bis-tert-butoxycarbonyl-1H-pyrazole carboxamidine (0.412 g, 1.33 mmol) and i-Pr2NEt (0.380 g, 2.95 mmol) at ambient temperature. The resulting mixture was stirred 3 h then concentrated and purified by chromatography on SiO2 (A: hexanes; B: EtOAc; 0-100% B over 19.2 min; 40 mL/min; 40 g column) to obtain the product as a white foam (0.61 g, 82%). 1H NMR (300 MHz, CDCl3) δ 8.5 (t, 1H), 7.5 (d, 1H), ... Starting materials: C(C)(C)(C)C1CCC(CC1)C(=O)NC(CC)C=1C(NC(=NN1)C1CCCC1)=O (4-tert-butyl-N-[1-(3-cyclopentyl-5-oxo-4,5-dihydro-1,2,4-triazin-6-yl)propyl]cyclohexanecarboxamide), P(=O)(Cl)(Cl)Cl (phosphoric trichloride). Yields the product C(C)(C)(C)C1CCC(CC1)C1=NC(=C2C(NC(=NN21)C2CCCC2)=O)CC (7-(4-tert-Butylcyclohexyl)-2-cyclopentyl-5-ethylimidazo[5,1-f][1,2,4]triazin-4(3H)-one). RXN SMILES: [C:1]([CH:5]1[CH2:10][CH2:9][CH:8]([C:11]([NH:13][CH:14]([C:17]2[C:18](=[O:28])[NH:19][C:20]([CH:23]3[CH2:27][CH2:26][CH2:25][CH2:24]3)=[N:21][N:22]=2)[CH2:15][CH3:16])=O)[CH2:7][CH2:6]1)([CH3:4])([CH3:3])[CH3:2].P(Cl)(Cl)(Cl)=O>>[C:1]([CH:5]1[CH2:10][CH2:9][CH:8]([C:11]2[N:22]3[C:17]([C:18](=[O:28])[NH:19][C:20]([CH:23]4[CH2:27][CH2:26][CH2:25][CH2:24]4)=[N:21]3)=[C:14]([CH2:15][CH3:16])[N:13]=2)[CH2:7][CH2:6]1)([CH3:4])([CH3:3])[CH3:2]. Procedure details: In analogy to the procedure for Example 1, 350 mg (0.90 mmol) crude 4-tert-butyl-N-[1-(3-cyclopentyl-5-oxo-4,5-dihydro-1,2,4-triazin-6-yl)propyl]cyclohexanecarboxamide, 140 mg (0.90 mmol) phosphoric trichloride are stirred at reflux for 3 hours, proportionate amounts of the solvents are used. The isomers are separated by chromatography. Starting materials: FC1=CC=C(C=C1)C1C(CN(CC1)C(=O)OC(C)(C)C)O (tert-butyl (3RS,4RS)-4-(4-fluorophenyl)-3-hydroxy-piperidine-1-carboxylate), COC1=CC=C(CCl)C=C1 (4-methoxybenzyl chloride), [H-].[Na+] (sodium hydride). The solvent is CN(C=O)C (dimethylformamide). Run at time 3 hour. Yields the product FC1=CC=C(C=C1)C1C(CN(CC1)C(=O)OC(C)(C)C)OCC1=CC=C(C=C1)OC (tert-butyl (3RS,4RS)-4-(4-fluorophenyl)-3-(4-methoxy-benzyloxy)-piperidine-1-carboxylate). Yield: 88.5%. As a reaction SMILES: [F:1][C:2]1[CH:7]=[CH:6][C:5]([CH:8]2[CH2:13][CH2:12][N:11]([C:14]([O:16][C:17]([CH3:20])([CH3:19])[CH3:18])=[O:15])[CH2:10][CH:9]2[OH:21])=[CH:4][CH:3]=1.[CH3:22][O:23][C:24]1[CH:31]=[CH:30][C:27]([CH2:28]Cl)=[CH:26][CH:25]=1.[H-].[Na+]>CN(C)C=O>[F:1][C:2]1[CH:3]=[CH:4][C:5]([CH:8]2[CH2:13][CH2:12][N:11]([C:14]([O:16][C:17]([CH3:18])([CH3:20])[CH3:19])=[O:15])[CH2:10][CH:9]2[O:21][CH2:28][C:27]2[CH:30]=[CH:31][C:24]([O:23][CH3:22])=[CH:25][CH:26]=2)=[CH:6][CH:7]=1 |f:2.3|. Reported procedure: 200 mg (0.68 mmol) of tert-butyl (3RS,4RS)-4-(4-fluorophenyl)-3-hydroxy-piperidine-1-carboxylate and 159 mg (1.01 mmol) of 4-methoxybenzyl chloride were dissolved in 3 ml of dimethylformamide. 40 mg (1.01 mmol) of a 60% sodium hydride suspension were added and the mixture was stirred at room temperature for 3 hours. Subsequently, the reaction mixture was partitioned between ethyl acetate and water, the organic phase was dried over magnesium sulphate and finally the solvent was removed under redu... Starting materials: C(C)(C)(C)OC(=O)N1CCC2=CC(=CC=C12)OCC1=CC=CC=C1 (5-Benzyloxy-2,3-dihydro-indole-1-carboxylic acid tert-butyl ester). Reagents/catalysts: [Pd] (Pd/C). Solvent: CO (methanol). Yields the product C(C)(C)(C)OC(=O)N1CCC2=CC(=CC=C12)O (5-Hydroxy-2,3-dihydro-indole-1-carboxylic acid tert-butyl ester). Yield: 89.2%. As a reaction SMILES: [C:1]([O:5][C:6]([N:8]1[C:16]2[C:11](=[CH:12][C:13]([O:17]CC3C=CC=CC=3)=[CH:14][CH:15]=2)[CH2:10][CH2:9]1)=[O:7])([CH3:4])([CH3:3])[CH3:2]>CO.[Pd]>[C:1]([O:5][C:6]([N:8]1[C:16]2[C:11](=[CH:12][C:13]([OH:17])=[CH:14][CH:15]=2)[CH2:10][CH2:9]1)=[O:7])([CH3:4])([CH3:2])[CH3:3]. Procedure details: 23 g (68.6 mmol) 5-Benzyloxy-2,3-dihydro-indole-1-carboxylic acid tert-butyl ester in 250 ml methanol with 2.5 g 10% Pd/C were hydrogenated for 2 h, the suspension was filtered. The filtrate was concentrated and purified by column chromatography on silica gel with MeOH/EtOAc 1:1, yielding 14.4 g (90%) 5-Hydroxy-2,3-dihydro-indole-1-carboxylic acid tert-butyl ester as colorless solid, MS: 235 (M). Reactants: Br, CC(=O)O, COC(=O)c1cnc(OC)c(F)c1Nc1ccc(Br)cc1F, O. Product: COC(=O)c1c[nH]c(=O)c(F)c1Nc1ccc(Br)cc1F. As a reaction SMILES: [BrH:1].[CH3:24][C:25](=[O:26])[OH:27].[CH3:2][O:3][C:4]([c:5]1[cH:6][n:7][c:8]([O:21][CH3:22])[c:9]([F:20])[c:10]1[NH:11][c:12]1[c:13]([F:19])[cH:14][c:15]([Br:18])[cH:16][cH:17]1)=[O:23].[OH2:28]>>[CH3:2][O:3][C:4]([c:5]1[cH:6][nH:7][c:8](=[O:21])[c:9]([F:20])[c:10]1[NH:11][c:12]1[c:13]([F:19])[cH:14][c:15]([Br:18])[cH:16][cH:17]1)=[O:23].